Dataset: the Open Reaction Database (ORD), a public repository of structured organic reaction records. Task: describe an organic reaction: reactants, conditions, products, and yield Starting materials: C(C)(=O)OCC([C@]1(CC[C@H]2[C@@H]3CCC4=CC(CC[C@]4(C)[C@H]3CC[C@]12C)=O)O)=O (21-acetoxy-17α-hydroxy-4-pregnene-3,20-dione), C1(=CC=C(C=C1)S(=O)(=O)O)C (p-toluenesulfonic acid). Yields the product C(C)(=O)OCC([C@]1(CC[C@H]2[C@@H]3CC(C4=CC(CC[C@]4(C)[C@H]3CC[C@]12C)=O)=C)O)=O (21-acetoxy-17α-hydroxy-6-methylene-4-pregnene-3,20-dione). Isolated yield 66.0%. Reaction SMILES: [C:1]([O:4][CH2:5][C:6](=[O:28])[C@:7]1([OH:27])[C@:24]2([CH3:25])[C@H:10]([C@H:11]3[C@H:21]([CH2:22][CH2:23]2)[C@:19]2([CH3:20])[C:14](=[CH:15][C:16](=[O:26])[CH2:17][CH2:18]2)[CH2:13][CH2:12]3)[CH2:9][CH2:8]1)(=[O:3])[CH3:2].[C:29]1(C)C=CC(S(O)(=O)=O)=CC=1>>[C:1]([O:4][CH2:5][C:6](=[O:28])[C@:7]1([OH:27])[C@:24]2([CH3:25])[C@H:10]([C@H:11]3[C@H:21]([CH2:22][CH2:23]2)[C@:19]2([CH3:20])[C:14](=[CH:15][C:16](=[O:26])[CH2:17][CH2:18]2)[C:13](=[CH2:29])[CH2:12]3)[CH2:9][CH2:8]1)(=[O:3])[CH3:2]. Procedure details: 1.0 g of 21-acetoxy-17α-hydroxy-4-pregnene-3,20-dione is reacted, using 2.0 g of p-toluenesulfonic acid, analogously to Example 42 and purified, thus obtaining 680 mg of 21-acetoxy-17α-hydroxy-6-methylene-4-pregnene-3,20-dione, mp 194°-196° C. Reactants: solution, aldehyde, Cl.C(C)(C)(C)NO (N-tert-butylhydroxylamine hydrochloride), N1=CC=CC=C1 (pyridine). Reaction conditions: temperature 95 celsius, time 1 hour. The product is C1(=CC=C2C=CC=CC=C12)C=[NH+][O-] (azulenyl nitrone). The yield is 96.0%. As a reaction SMILES: Cl.[C:2]([NH:6][OH:7])(C)(C)[CH3:3].N1[CH:13]=[CH:12][CH:11]=[CH:10][CH:9]=1>>[C:3]1([CH:2]=[NH+:6][O-:7])[C:12]2[C:11]([CH:12]=[CH:13][CH:9]=[CH:10][CH:11]=2)=[CH:10][CH:9]=1 |f:0.1|. Procedure details: A carboxaldehdye group is converted readily to, for example, a N-tert-butyl nitrone group, by the following method: To a 0.2 M solution of the aldehyde obtained by Procedure B in dry pyridine under argon at rt is added solid N-tert-butylhydroxylamine hydrochloride (1.5-2.0 eq). The mixture is heated with stirring to 95° C. for one hour and then allowed to cool to rt. The pyridine is removed on the rotary evaporator, and the residue is dissolved in CHCl3. The CHCl3 layer is washed with water and ... The reactants are CC(C)=O, O=C(O)CSC1CCN(c2cc(C(F)(F)F)cc(C(F)(F)F)c2)C1. The product is O=C(O)CS(=O)C1CCN(c2cc(C(F)(F)F)cc(C(F)(F)F)c2)C1. Reaction SMILES: [CH3:25][C:26]([CH3:27])=[O:28].[F:1][C:2]([c:3]1[cH:4][c:5]([N:13]2[CH2:14][CH:15]([S:18][CH2:19][C:20](=[O:21])[OH:22])[CH2:16][CH2:17]2)[cH:6][c:7]([C:9]([F:10])([F:11])[F:12])[cH:8]1)([F:23])[F:24]>>[F:1][C:2]([c:3]1[cH:4][c:5]([N:13]2[CH2:14][CH:15]([S:18]([CH2:19][C:20](=[O:21])[OH:22])=[O:28])[CH2:16][CH2:17]2)[cH:6][c:7]([C:9]([F:10])([F:11])[F:12])[cH:8]1)([F:23])[F:24]. Reactants: C([O-])(O)=O.[Na+] (sodium bicarbonate), NC1=CC=C(C(=O)N(C=2C=NC=CC2)CCN2CCC(CC2)C(C2=CC=C(C=C2)F)=O)C=C1 (4-Amino-N-{2-[4-(4-fluorobenzoyl)piperidino]ethyl}-N-(3-pyridyl)benzamide), C(C1=CC=CC=C1)(=O)Cl (benzoyl chloride), N1=CC=CC=C1 (pyridine). The solvent is C(Cl)Cl (methylene chloride). Conditions: time 14 hour. The product is C(C1=CC=CC=C1)(=O)NC1=CC=C(C(=O)N(C=2C=NC=CC2)CCN2CCC(CC2)C(C2=CC=C(C=C2)F)=O)C=C1 (4-Benzoylamino-N-{2-[4-(4-fluorobenzoyl)piperidino]ethyl}-N-(3-pyridyl)benzamide). Isolated yield 71.3%. Reaction SMILES: [NH2:1][C:2]1[CH:33]=[CH:32][C:5]([C:6]([N:8]([CH2:15][CH2:16][N:17]2[CH2:22][CH2:21][CH:20]([C:23](=[O:31])[C:24]3[CH:29]=[CH:28][C:27]([F:30])=[CH:26][CH:25]=3)[CH2:19][CH2:18]2)[C:9]2[CH:10]=[N:11][CH:12]=[CH:13][CH:14]=2)=[O:7])=[CH:4][CH:3]=1.N1C=CC=CC=1.[C:40](Cl)(=[O:47])[C:41]1[CH:46]=[CH:45][CH:44]=[CH:43][CH:42]=1.C(=O)(O)[O-].[Na+]>C(Cl)Cl>[C:40]([NH:1][C:2]1[CH:33]=[CH:32][C:5]([C:6]([N:8]([CH2:15][CH2:16][N:17]2[CH2:22][CH2:21][CH:20]([C:23](=[O:31])[C:24]3[CH:25]=[CH:26][C:27]([F:30])=[CH:28][CH:29]=3)[CH2:19][CH2:18]2)[C:9]2[CH:10]=[N:11][CH:12]=[CH:13][CH:14]=2)=[O:7])=[CH:4][CH:3]=1)(=[O:47])[C:41]1[CH:46]=[CH:45][CH:44]=[CH:43][CH:42]=1 |f:3.4|. Procedure details: 4-Amino-N-{2-[4-(4-fluorobenzoyl)piperidino]ethyl}-N-(3-pyridyl)benzamide (225.3 mg, 0.50 mmol) was dissolved in methylene chloride (2.0 ml) to which were subsequently added pyridine (0.05 ml, 0.62 mmol) and benzoyl chloride (0.09 ml, 0.77 mmol). After 14 hours of stirring at room temperature, the reaction solution was mixed with saturated sodium bicarbonate aqueous solution and extracted with chloroform. The resulting organic layer was washed with saturated sodium chloride aqueous solution and ... Reactants: C(=O)(OC)C1=CNC2=CC=CC=C12 (3-carbomethoxy indole), (±)-1-methoxy-2-exo-norbornyloxy-4-bromobenzene, C([O-])([O-])=O.[K+].[K+] (potassium carbonate), CN1C(CCC1)=O (1-methyl-2-pyrrolidinone). Solvent: C(C)(=O)OCC (ethyl acetate), O (H2O). Conditions: temperature 150 celsius. Product: C12C(CC(CC1)C2)OC=2C=C(C=CC2OC)N2C=C(C1=CC=CC=C21)C(=O)OC (Methyl 1-[3-(Bicyclo[2.2.1]hept-2-yloxy)-4-methoxyphenyl]-1H-indole-3-carboxylate). Reaction SMILES: [C:1]([C:5]1[C:13]2[C:8](=[CH:9][CH:10]=[CH:11][CH:12]=2)[NH:7][CH:6]=1)([O:3][CH3:4])=[O:2].[C:14](=[O:17])([O-])[O-].[K+].[K+].CN1[CH2:25][CH2:24][CH2:23][C:22]1=[O:26]>C(OCC)(=O)C.O>[CH:23]12[CH2:6][CH:5]([CH2:25][CH2:24]1)[CH2:1][CH:22]2[O:26][C:8]1[CH:9]=[C:10]([N:7]2[C:8]3[C:13](=[CH:12][CH:11]=[CH:10][CH:9]=3)[C:5]([C:1]([O:3][CH3:4])=[O:2])=[CH:6]2)[CH:11]=[CH:12][C:13]=1[O:17][CH3:14] |f:1.2.3|. Procedure details: A mixture of (1.0 g, 5.71 mmol, 1.0 eq) 3-carbomethoxy indole, (2.21 g, 7.42 mmol, 1.3 eq) (±)-1-methoxy-2-exo-norbornyloxy-4-bromobenzene (30.7 mg, 0.107 mmol, 0.2 eq) cuprous bromide, and (866 mg, 6.27 mmol, 1.1 eq) potassium carbonate in 15 ml of 1-methyl-2-pyrrolidinone was heated to 150° C. for 24 hours. The reaction mixture was cooled, diluted with 350 ml of ethyl acetate and 350 ml of H2O, and the layers separated. The aqueous layer was extracted twice with ethyl acetate. The ethyl acetat... Starting materials: O=S1(N=C(NC2=C1C=CC=C2)C2=C(C1=C(N(C2=O)N=CC(C)C)C=CS1)O)=O (6-(1,1-dioxido-4H-1,2,4-benzothiadiazin-3-yl)-7-hydroxy-4-{[2-methylpropylidene]amino}thieno[3,2-b]pyridin-5(4H)-one), CO (methanol), solution, [BH4-].[Li+] (lithium borohydride), Cl (hydrochloric acid). The solvent is O1CCCC1 (tetrahydrofuran), O1CCCC1 (tetrahydrofuran), O (water). Conditions: temperature 25 celsius, time 1 hour. Product: O=S1(N=C(NC2=C1C=CC=C2)C2=C(C1=C(N(C2=O)NC2CC(CCC2)C)C=CS1)O)=O (6-(1,1-dioxido-4H-1,2,4-benzothiadiazin-3-yl)-7-hydroxy-4-{[3-methylcyclohexyl]amino}thieno[3,2-b]pyridin-5(4H)-one). Reaction SMILES: [O:1]=[S:2]1(=[O:28])[C:7]2[CH:8]=[CH:9][CH:10]=[CH:11][C:6]=2[NH:5][C:4]([C:12]2[C:17](=[O:18])[N:16]([N:19]=[CH:20][CH:21]([CH3:23])C)[C:15]3[CH:24]=[CH:25][S:26][C:14]=3[C:13]=2[OH:27])=[N:3]1.CO.[BH4-].[Li+].Cl>O1CCCC1.O>[O:28]=[S:2]1(=[O:1])[C:7]2[CH:8]=[CH:9][CH:10]=[CH:11][C:6]=2[NH:5][C:4]([C:12]2[C:17](=[O:18])[N:16]([NH:19][CH:20]3[CH2:21][CH2:23][CH2:13][CH:12]([CH3:17])[CH2:4]3)[C:15]3[CH:24]=[CH:25][S:26][C:14]=3[C:13]=2[OH:27])=[N:3]1 |f:2.3|. Procedure details: The product of Example 269A (0.060 g, 0.13 mmol) in tetrahydrofuran (4 mL) and methanol (0.011 mL, 0.26 mmol) at 0° C. was treated dropwise with a 2.0M solution of lithium borohydride in tetrahydrofuran (0.1 mL, 0.20 mmol). The reaction was stirred at 25° C. for 1 hour, acidified with 1M hydrochloric acid a pH of approximately 2-4, diluted with water (10 mL), and the resulting precipitate was collected by filtration and dried. The crude product was chromatographed on silica gel with 98:2 dichlor... Yields the product O=C(CC(=O)Nc1ccc(Oc2ccnc3ccsc23)c(F)c1)Nc1ccccc1. Reaction SMILES: [CH2:42]([Cl:43])[CH2:44][Cl:45].[F:1][c:2]1[cH:3][c:4]([NH2:18])[cH:5][cH:6][c:7]1[O:8][c:9]1[c:10]2[c:11]([n:12][cH:13][cH:14]1)[cH:15][cH:16][s:17]2.[O:19]=[C:20]([CH2:21][C:22](=[O:23])[OH:24])[NH:25][c:26]1[cH:27][cH:28][cH:29][cH:30][cH:31]1.[O:46]=[CH:47][N:48]([CH3:49])[CH3:50].[OH:32][n:33]1[c:34]2[c:35]([cH:36][cH:37][cH:38][cH:39]2)[n:40][n:41]1>>[F:1][c:2]1[cH:3][c:4]([NH:18][C:22]([CH2:21][C:20](=[O:19])[NH:25][c:26]2[cH:27][cH:28][cH:29][cH:30][cH:31]2)=[O:23])[cH:5][cH:6][c:7]1[O:8][c:9]1[c:10]2[c:11]([n:12][cH:13][cH:14]1)[cH:15][cH:16][s:17]2. The reactants are ClCCCl, Nc1ccc(Oc2ccnc3ccsc23)c(F)c1, O=C(O)CC(=O)Nc1ccccc1, CN(C)C=O, On1nnc2ccccc21. Reactants: OCCN1S(C2=C(CC1CO)SC(=C2)S(=O)(=O)N)(=O)=O (3,4-Dihydro-2-[(2-hydroxy)ethyl]-3-hydroxymethyl-2H-thieno[2,3-e]-1, 2-thiazine-6-sulfonamide-1,1-dioxide), C1(=CC=C(C=C1)S(=O)(=O)Cl)C (p-toluenesulfonyl chloride), N1=CC=CC=C1 (pyridine), C([O-])([O-])=O.[Ba+2] (barium carbonate), COCCN (2-methoxyethylamine). Solvent: [Cl-].[Na+].O (brine). Reaction conditions: time 16 hour. The product is COCCN1CC2N(S(C3=C(C2)C=C(S3)S(=O)(=O)N)(=O)=O)CC1 (4,4a,5,6,7,8-Hexahydro-6-[(2-methoxy)ethyl]-pyrazino[1,2-b]thieno[3,2-e]1,2-thiazine-2-sulfonamide 10,10-dioxide). The yield is 45.0%. Reaction SMILES: OCCN1C(CO)CC2[S:12][C:13]([S:15]([NH2:18])(=[O:17])=[O:16])=CC=2S1(=O)=O.[C:21]1(C)[CH:26]=[CH:25][C:24]([S:27](Cl)(=[O:29])=[O:28])=[CH:23][CH:22]=1.COCC[NH2:36].[C:37](=[O:40])([O-])[O-].[Ba+2].[N:42]1[CH:47]=[CH:46]C=[CH:44][CH:43]=1>[Cl-].[Na+].O>[CH3:37][O:40][CH2:44][CH2:43][N:42]1[CH2:47][CH2:46][N:18]2[S:15](=[O:17])(=[O:16])[C:13]3[S:12][C:24]([S:27]([NH2:36])(=[O:28])=[O:29])=[CH:25][C:26]=3[CH2:21][CH:22]2[CH2:23]1 |f:3.4,6.7.8|. Procedure details: To a stirred solution of the product from Step F (2.50 g, 7.3 mmol) in pyridine (10.0 mL) was added p-toluenesulfonyl chloride (4.50 g, 23.0 mmol) at room temperature. After 16 h, brine (50 mL) was added and the mixture extracted with ethyl acetate (4×50 mL). The combined extracts were washed with brine (20 mL), dried (MgSO4), and evaporated. The residue was dissolved in THF (10 mL) and 2-methoxyethylamine (6.40 mL, 73.0 mmol) was added followed by solid barium carbonate (4.30 g, 22.0 mmol); thi... Starting materials: C(C1=CC=CC=C1)(=O)N1[C@@H](CO[C@@]12C[C@@H](CC2)OCC2=CC=CC=C2)C ((3R, 5S, 7R)-4-Benzoyl-7-benzyloxy-3-methyl-1-oxa-4-azaspiro[4.4]nonane). Solvent: CC#N (CH3CN). Product: C(C1=CC=CC=C1)O[C@H]1CC(CC1)=O ((R)-3-benzyloxycyclopentanone). The yield is 57.1%. RXN SMILES: C(N1[C@@:13]2([CH2:17][CH2:16][C@@H:15]([O:18][CH2:19][C:20]3[CH:25]=[CH:24][CH:23]=[CH:22][CH:21]=3)[CH2:14]2)[O:12]C[C@H]1C)(=O)C1C=CC=CC=1>CC#N>[CH2:19]([O:18][C@@H:15]1[CH2:16][CH2:17][C:13](=[O:12])[CH2:14]1)[C:20]1[CH:25]=[CH:24][CH:23]=[CH:22][CH:21]=1. Reported procedure: (3R, 5S, 7R)-4-Benzoyl-7-benzyloxy-3-methyl-1-oxa-4-azaspiro[4.4]nonane (250 mg, 0.7 mmol) were dissolved in 5 ml of CH3CN. IR 120[H+] (washed 2× with ethanol and 1× with H2O) was added to a pH of 5-6, The mixture was stirred at room temperature until starting material was no longer detectable. The reaction mixture was filtered and the filtrate was concentrated on a rotary evaporator. After column chromatography, (R)-3-benzyloxycyclopentanone (81 mg, 0.4 mmol) was obtained. Starting materials: NC=1C(N(C(N(C1N)CC)=O)CC)=O (5,6-diamino-1,3-diethyluracil), C(C)OC1=CC=C(C=CC(=O)O)C=C1 (4-ethoxycinnamic acid). Product: C(C)OC1=CC=C(/C=C/C2=NC=3N(C(N(C(C3N2)=O)CC)=O)CC)C=C1 ((E)-8-(4-Ethoxystyryl)-1,3-diethylxanthine). Isolated yield 55.5%. As a reaction SMILES: [NH2:1][C:2]1[C:3](=[O:14])[N:4]([CH2:12][CH3:13])[C:5](=[O:11])[N:6]([CH2:9][CH3:10])[C:7]=1[NH2:8].[CH2:15]([O:17][C:18]1[CH:28]=[CH:27][C:21]([CH:22]=[CH:23][C:24](O)=O)=[CH:20][CH:19]=1)[CH3:16]>>[CH2:15]([O:17][C:18]1[CH:28]=[CH:27][C:21](/[CH:22]=[CH:23]/[C:24]2[NH:1][C:2]3[C:3](=[O:14])[N:4]([CH2:12][CH3:13])[C:5](=[O:11])[N:6]([CH2:9][CH3:10])[C:7]=3[N:8]=2)=[CH:20][CH:19]=1)[CH3:16]. Procedure details: Substantially the same procedure as in Example 7 was repeated using 3.00 g (15.1 mmol) of 5,6-diamino-1,3-diethyluracil and 3.20 g (16.7 mmol) of 4-ethoxycinnamic acid. Then, the resultant crude crystals were recrystallized from dioxane to give 2.97 g (yield 55%) of Compound 98 as pale yellow needles.